Dataset: the Open Reaction Database (ORD), a public repository of structured organic reaction records. Task: describe an organic reaction: reactants, conditions, products, and yield Starting materials: CC#N, Fc1nc(F)c(Cl)c(F)c1F, N, O. The product is Nc1c(F)c(F)nc(F)c1Cl. RXN SMILES: [CH3:1][C:2]#[N:3].[Cl:4][c:5]1[c:6]([F:14])[n:7][c:8]([F:13])[c:9]([F:12])[c:10]1[F:11].[NH3:15].[OH2:16]>>[NH2:3][c:10]1[c:5]([Cl:4])[c:6]([F:14])[n:7][c:8]([F:13])[c:9]1[F:12]. The reactants are C(C)(=O)OC=1C=C2C(=NC(=NC2=CC1OC)C1=CC(=CC=C1)[N+](=O)[O-])NC=1C=C2C=NN(C2=CC1)C(=O)OC(C)(C)C (tert-butyl 5-(6-acetoxy-7-methoxy-2-(3-nitrophenyl)quinazolin-4-ylamino)-1H-indazole-1-carboxylate). The reagents and catalysts are [Pd] (Pd/C). Run in CO (MeOH). Reaction conditions: time 48 hour. Yields the product C(C)(=O)OC=1C=C2C(=NC(=NC2=CC1OC)C1=CC(=CC=C1)N)NC=1C=C2C=NN(C2=CC1)C(=O)OC(C)(C)C (tert-butyl 5-(6-acetoxy-2-(3-aminophenyl)-7-methoxyquinazolin-4-ylamino)-1H-indazole-1-carboxylate), C(C)(=O)OC=1C=C2C(=NC(=NC2=CC1OC)C1=CC(=CC=C1)N)NC1=NN(C2=CC=CC=C12)C(=O)[O-] ((6-acetoxy-2-(3-aminophenyl)-7-methoxyquinazolin-4-ylamino)-1H-indazole-1-carboxylate). Reaction SMILES: [C:1]([O:4][C:5]1[CH:6]=[C:7]2[C:12](=[CH:13][C:14]=1[O:15][CH3:16])[N:11]=[C:10]([C:17]1[CH:22]=[CH:21][CH:20]=[C:19]([N+:23]([O-])=O)[CH:18]=1)[N:9]=[C:8]2[NH:26][C:27]1[CH:28]=[C:29]2[C:33](=[CH:34][CH:35]=1)[N:32]([C:36]([O:38][C:39]([CH3:42])([CH3:41])[CH3:40])=[O:37])[N:31]=[CH:30]2)(=[O:3])[CH3:2]>CO.[Pd]>[C:1]([O:4][C:5]1[CH:6]=[C:7]2[C:12](=[CH:13][C:14]=1[O:15][CH3:16])[N:11]=[C:10]([C:17]1[CH:22]=[CH:21][CH:20]=[C:19]([NH2:23])[CH:18]=1)[N:9]=[C:8]2[NH:26][C:27]1[CH:28]=[C:29]2[C:33](=[CH:34][CH:35]=1)[N:32]([C:36]([O:38][C:39]([CH3:42])([CH3:41])[CH3:40])=[O:37])[N:31]=[CH:30]2)(=[O:3])[CH3:2].[C:1]([O:4][C:5]1[CH:6]=[C:7]2[C:12](=[CH:13][C:14]=1[O:15][CH3:16])[N:11]=[C:10]([C:17]1[CH:22]=[CH:21][CH:20]=[C:19]([NH2:23])[CH:18]=1)[N:9]=[C:8]2[NH:26][C:30]1[C:29]2[C:33](=[CH:34][CH:35]=[CH:27][CH:28]=2)[N:32]([C:36]([O-:38])=[O:37])[N:31]=1)(=[O:3])[CH3:2]. Reported procedure: To a mixture of tert-butyl 5-(6-acetoxy-7-methoxy-2-(3-nitrophenyl)quinazolin-4-ylamino)-1H-indazole-1-carboxylate (0.40 g, 0.70 mmol) in MeOH (100 mL) was added Pd/C (0.15 g) under an atmosphere of N2. The mixture was then stirred under an atmosphere of H2 (balloon pressure) for 48 h at RT. The mixture was filtered through a pad of Celite® washing with MeOH. The filtrate was concentrated in vacuo to give the desired product tert-butyl 5-((6-acetoxy-2-(3-aminophenyl)-7-methoxyquinazolin-4-ylamin... Starting materials: ClC1=CC=C(CN2C(=C(C3=C(C=CC=C23)OC)SC(C)(C)C)CC(C(=O)O)(C)C)C=C1 (3-[N-(p-chlorobenzyl)-3-(t-butylthio)-4-methoxy indol-2-yl]-2,2-dimethylpropanoic acid), C(CC)(=O)O (propanoic acid). The product is ClC1=CC=C(CN2C(=CC3=C(C=CC=C23)O)CC(C(=O)OC)(C)C)C=C1 (Methyl 3-[N-(p-chlorobenzyl)-4-hydroxyindol-2-yl]-2,2-dimethylpropanoate). Reaction SMILES: [Cl:1][C:2]1[CH:31]=[CH:30][C:5]([CH2:6][N:7]2[C:15]3[C:10](=[C:11]([O:16]C)[CH:12]=[CH:13][CH:14]=3)[C:9](SC(C)(C)C)=[C:8]2[CH2:23][C:24]([CH3:29])([CH3:28])[C:25]([OH:27])=[O:26])=[CH:4][CH:3]=1.[C:32](O)(=O)CC>>[Cl:1][C:2]1[CH:31]=[CH:30][C:5]([CH2:6][N:7]2[C:15]3[C:10](=[C:11]([OH:16])[CH:12]=[CH:13][CH:14]=3)[CH:9]=[C:8]2[CH2:23][C:24]([CH3:28])([CH3:29])[C:25]([O:27][CH3:32])=[O:26])=[CH:4][CH:3]=1. Reported procedure: The title compound was prepared using methodology from Step A of Example 8 but substituting 3-[N-(p-chlorobenzyl)-3-(t-butylthio)-4-methoxy indol-2-yl]-2,2-dimethylpropanoic acid (Step B of Example 20) for the propanoic acid in Example 8 (Step A). Starting materials: N(=O)OC(C)(C)C (tert-butyl nitrite), C(C)OC(=O)C=1C=NN(C1N)CCCOC (5-amino-1-(3-methoxypropyl)-1H-pyrazole-4-carboxylic acid ethyl ester), cuprous chloride, C(C)(=O)O (acetic acid), Cl (hydrochloric acid). Run in C(C)#N (acetonitrile). Conditions: time 4 hour. Product: C(C)OC(=O)C=1C=NN(C1Cl)CCCOC (5-chloro-1-(3-methoxypropyl)-1H-pyrazole-4-carboxylic acid ethyl ester). Isolated yield 30.0%. Reaction SMILES: [CH2:1]([O:3][C:4]([C:6]1[CH:7]=[N:8][N:9]([CH2:12][CH2:13][CH2:14][O:15][CH3:16])[C:10]=1N)=[O:5])[CH3:2].C(O)(=O)C.N(OC(C)(C)C)=O.[ClH:28]>C(#N)C>[CH2:1]([O:3][C:4]([C:6]1[CH:7]=[N:8][N:9]([CH2:12][CH2:13][CH2:14][O:15][CH3:16])[C:10]=1[Cl:28])=[O:5])[CH3:2]. Reported procedure: To a mixture of 5-amino-1-(3-methoxypropyl)-1H-pyrazole-4-carboxylic acid ethyl ester (5.22 g, 23.0 mmol) in dry acetonitrile (46 mL) was added anhydrous cuprous chloride (3.73 g, 37.7 mmol) and acetic acid (2.6 mL, 46.0 mmol). The mixture was cooled to 0° C. in an ice-water bath after which tert-butyl nitrite (4.9 mL, 36.8 mmol) was added over 10 minutes. The solution was allowed to warm to room temperature and stir for 4 h. To the solution was carefully added 6.0N hydrochloric acid (20 mL). Th... Starting materials: CC(C)O, O=C(c1ccc(Cl)nc1Cl)c1c[nH]c2ncccc12, NCc1ccc(Cl)cc1. Yields the product O=C(c1ccc(NCc2ccc(Cl)cc2)nc1Cl)c1c[nH]c2ncccc12. RXN SMILES: [CH3:29][CH:30]([OH:31])[CH3:32].[Cl:1][c:2]1[n:3][c:4]([Cl:19])[cH:5][cH:6][c:7]1[C:8](=[O:9])[c:10]1[cH:11][nH:12][c:13]2[n:14][cH:15][cH:16][cH:17][c:18]12.[Cl:20][c:21]1[cH:22][cH:23][c:24]([CH2:25][NH2:26])[cH:27][cH:28]1>>[Cl:1][c:2]1[n:3][c:4]([NH:26][CH2:25][c:24]2[cH:23][cH:22][c:21]([Cl:20])[cH:28][cH:27]2)[cH:5][cH:6][c:7]1[C:8](=[O:9])[c:10]1[cH:11][nH:12][c:13]2[n:14][cH:15][cH:16][cH:17][c:18]12. Starting materials: C(C)(C)(C)OC(C1=CC(=C(C=C1)NC1=NC=C(C(=N1)C=1N(C=C(C1)C(NC1=C(C=CC=C1CC)CC)=O)C)C)C)=O (4-{4-[4-(2,6-Diethyl-phenylcarbamoyl)-1-methyl-1H-pyrrol-2-yl]-5-methyl-pyrimidin-2-ylamino}-3-methyl-benzoic acid tert-butyl ester), O (Water). Solvent: ClCCl (dichloromethane), FC(C(=O)O)(F)F (trifluoroacetic acid). Conditions: time 8 hour. The product is C(C)C1=C(C(=CC=C1)CC)NC(=O)C=1C=C(N(C1)C)C1=NC(=NC=C1C)NC1=C(C=C(C(=O)O)C=C1)C (4-{4-[4-(2,6-Diethyl-phenylcarbamoyl)-1-methyl-1H-pyrrol-2-yl]-5-methyl-pyrimidin-2-ylamino}-3-methyl-benzoic acid). Yield: 100.0%. As a reaction SMILES: C([O:5][C:6](=[O:41])[C:7]1[CH:12]=[CH:11][C:10]([NH:13][C:14]2[N:19]=[C:18]([C:20]3[N:21]([CH3:38])[CH:22]=[C:23]([C:25](=[O:37])[NH:26][C:27]4[C:32]([CH2:33][CH3:34])=[CH:31][CH:30]=[CH:29][C:28]=4[CH2:35][CH3:36])[CH:24]=3)[C:17]([CH3:39])=[CH:16][N:15]=2)=[C:9]([CH3:40])[CH:8]=1)(C)(C)C.O>ClCCl.FC(F)(F)C(O)=O>[CH2:35]([C:28]1[CH:29]=[CH:30][CH:31]=[C:32]([CH2:33][CH3:34])[C:27]=1[NH:26][C:25]([C:23]1[CH:24]=[C:20]([C:18]2[C:17]([CH3:39])=[CH:16][N:15]=[C:14]([NH:13][C:10]3[CH:11]=[CH:12][C:7]([C:6]([OH:41])=[O:5])=[CH:8][C:9]=3[CH3:40])[N:19]=2)[N:21]([CH3:38])[CH:22]=1)=[O:37])[CH3:36]. Procedure: To a solution of 4-{4-[4-(2,6-Diethyl-phenylcarbamoyl)-1-methyl-1H-pyrrol-2-yl]-5-methyl-pyrimidin-2-ylamino}-3-methyl-benzoic acid tert-butyl ester (438 mg, 0.790 mmol) in dichloromethane (20 ml), trifluoroacetic acid (1.2 ml) was added. The mixture was stirred at room temperature overnight. Water was added and the mixture extracted with ethylacetate. The organic solvent evaporated to dryness to give 393 mg of the title compound in quantitative yield. Starting materials: COC1=CC=C(C=C1)N(C1CCN(CC1)[C@@H](CCNC(C1=C(C=C(C(=O)O)C=C1C)C)=O)C)CC=1C=NC=CC1C (N-((R)-3-{4-[(4-Methoxy-phenyl)-(4-methyl-pyridin-3-ylmethyl)-amino]-piperidin-1-yl}-butyl)-3,5-dimethyl-terephthalamic acid), C(C)(C)N (isopropylamine), CCN(C(C)C)C(C)C (DIPEA), CCN=C=NCCCN(C)C (EDCI), C=1C=CC2=C(C1)N=NN2O (HOBT). Solvent: CN(C)C=O (DMF). Run at temperature 25 celsius, time 16 hour. The product is C(C)(C)NC(C1=CC(=C(C(=O)NCC[C@@H](C)N2CCC(CC2)N(CC=2C=NC=CC2C)C2=CC=C(C=C2)OC)C(=C1)C)C)=O (N′-isopropyl-N-((R)-3-{4-[(4-methoxy-phenyl)-(4-methyl-pyridin-3-ylmethyl)-amino]-piperidin-1-yl}-butyl)-2,6-dimethyl-terephthalamide). Yield: 85.2%. RXN SMILES: [CH3:1][O:2][C:3]1[CH:8]=[CH:7][C:6]([N:9]([CH2:34][C:35]2[CH:36]=[N:37][CH:38]=[CH:39][C:40]=2[CH3:41])[CH:10]2[CH2:15][CH2:14][N:13]([C@H:16]([CH3:33])[CH2:17][CH2:18][NH:19][C:20](=[O:32])[C:21]3[C:29]([CH3:30])=[CH:28][C:24]([C:25](O)=[O:26])=[CH:23][C:22]=3[CH3:31])[CH2:12][CH2:11]2)=[CH:5][CH:4]=1.CCN=C=NCCCN(C)C.C1C=C[C:56]2N(O)N=[N:59][C:57]=2[CH:58]=1.C(N)(C)C.CCN(C(C)C)C(C)C>CN(C=O)C>[CH:57]([NH:59][C:25](=[O:26])[C:24]1[CH:28]=[C:29]([CH3:30])[C:21]([C:20]([NH:19][CH2:18][CH2:17][C@H:16]([N:13]2[CH2:12][CH2:11][CH:10]([N:9]([C:6]3[CH:7]=[CH:8][C:3]([O:2][CH3:1])=[CH:4][CH:5]=3)[CH2:34][C:35]3[CH:36]=[N:37][CH:38]=[CH:39][C:40]=3[CH3:41])[CH2:15][CH2:14]2)[CH3:33])=[O:32])=[C:22]([CH3:31])[CH:23]=1)([CH3:58])[CH3:56]. Reported procedure: N-((R)-3-{4-[(4-Methoxy-phenyl)-(4-methyl-pyridin-3-ylmethyl)-amino]-piperidin-1-yl}-butyl)-3,5-dimethyl-terephthalamic acid (0.050 g, 0.09 mmol), EDCI (0.019 g, 0.10 mmol) and HOBT (0.013 g, 0.10 mmol) were combined in DMF (5 mL) to give a pale yellow solution. To this solution was added isopropylamine (8 μL, 0.10 mmol) followed by DIPEA (19 μL, 0.11 mmol) and the resulting mixture was stirred at 25° C. for 16 h. Standard workup according to General Procedure C gave the crude product as a tan o...